The task is: describe an organic reaction: reactants, conditions, products, and yield. This data is from the Open Reaction Database (ORD), a public repository of structured organic reaction records. Reactants: COc1cc(N)c(C(C)C)cc1OC, O=C(Cl)Cl. The product is COc1cc(N=C=O)c(C(C)C)cc1OC. RXN SMILES: [CH:1]([CH3:2])([CH3:3])[c:4]1[c:5]([NH2:14])[cH:6][c:7]([O:12][CH3:13])[c:8]([O:10][CH3:11])[cH:9]1.[Cl:15][C:16]([Cl:17])=[O:18]>>[CH:1]([CH3:2])([CH3:3])[c:4]1[c:5]([N:14]=[C:16]=[O:18])[cH:6][c:7]([O:12][CH3:13])[c:8]([O:10][CH3:11])[cH:9]1. Reactants: C(#N)C1=CC=C2C(C(=CN3C(CCC1=C23)C)C(=O)OCC)=O (ethyl 8-cyano-6,7-dihydro-5-methyl-1-oxo-1H,5H-benzo[ij]quinolizine-2-carboxylate), C(C)(=O)[O-].[Na+] (sodium acetate). Reagents/catalysts: [Ni] (Raney nickel). The solvent is C(C)(=O)OC(C)=O (acetic anhydride). Reaction conditions: temperature 50 celsius, time 6 hour. Product: C(C)(=O)NCC1=CC=C2C(C(=CN3C(CCC1=C23)C)C(=O)OCC)=O (ethyl 8-acetamidomethyl-6,7-dihydro-5-methyl-1-oxo-1H,5H-benzo[ij]quinolizine-2-carboxylate). RXN SMILES: [C:1]([C:3]1[C:14]2=[C:15]3[N:10]([CH:11]([CH3:16])[CH2:12][CH2:13]2)[CH:9]=[C:8]([C:17]([O:19][CH2:20][CH3:21])=[O:18])[C:7](=[O:22])[C:6]3=[CH:5][CH:4]=1)#[N:2].[C:23]([O-])(=[O:25])[CH3:24].[Na+]>[Ni].C(OC(=O)C)(=O)C>[C:23]([NH:2][CH2:1][C:3]1[C:14]2=[C:15]3[N:10]([CH:11]([CH3:16])[CH2:12][CH2:13]2)[CH:9]=[C:8]([C:17]([O:19][CH2:20][CH3:21])=[O:18])[C:7](=[O:22])[C:6]3=[CH:5][CH:4]=1)(=[O:25])[CH3:24] |f:1.2|. Procedure: A mixture of 5.0 g (16.9 mmole) of ethyl 8-cyano-6,7-dihydro-5-methyl-1-oxo-1H,5H-benzo[ij]quinolizine-2-carboxylate, 10 g of sodium acetate, 2 g of Raney nickel and 100 ml of acetic anhydride was stirred under hydrogen gas on a Paar apparatus at 50 psi and 50° C. for six hours. The catalyst was removed by filtration, and the filtrate was evaporated. The residue was dissolved in isopropyl alcohol and slowly crystallized to provide white crystals of ethyl 8-acetamidomethyl-6,7-dihydro-5-methyl-1-... Starting materials: FC(C(=CC1=CC=2C(CCC(C2C=C1)(C)C)(C)C)C1=CC=C(C#N)C=C1)(F)F (4-[1-trifluoromethyl-2-(5,6,7,8-tetrahydro-5,5,8,8-tetramethyl-2-naphthalenyl)-1-ethenyl]benzonitrile), white solid, C(CCC)[Sn](CCCC)=O (Dibutyl tin oxide), C[Si](C)(C)N=[N+]=[N-] (trimethylsilyl azide), FC(C(=CC1=CC=2C(CCC(C2C=C1)(C)C)(C)C)C1=CC=C(C#N)C=C1)(F)F (4-[1-trifluoromethyl-2-(5,6,7,8-tetrahydro-5,5,8,8-tetramethyl-2-naphthalenyl)-1-ethenyl]benzonitrile), FC(C(=CC1=CC=2C(CCC(C2C=C1C)(C)C)(C)C)C1=CC=C(C#N)C=C1)(F)F (4-[1-trifluoromethyl-2-(5,6,7,8-tetrahydro-3,5,5,8,8-pentamethyl-2-naphthalenyl)-1-ethenyl]benzonitrile). Solvent: C1(=CC=CC=C1)C (toluene). Run at temperature 110 celsius. Product: FC(C(=CC1CC=2C(CCC(C2C=C1C)(C)C)(C)C)C1=CC=C(C=C1)C1=NN=NN1)(F)F (5-[4-[1-trifluoromethyl-2-(5,6,1,8-tetrahydro-3,5,5,8,8-pentamethyl-2-naphthalenyl)-1-ethenyl]phenyl]-1H-tetrazole). The yield is 49.0%. As a reaction SMILES: C([Sn](=O)CCCC)CCC.C[Si]([N:15]=[N+:16]=[N-:17])(C)C.FC(F)(F)C(C1C=CC(C#N)=CC=1)=CC1C=CC2C(C)(C)CCC(C)(C)C=2C=1.[F:46][C:47]([F:74])([F:73])[C:48]([C:65]1[CH:72]=[CH:71][C:68]([C:69]#[N:70])=[CH:67][CH:66]=1)=[CH:49][C:50]1[C:59]([CH3:60])=[CH:58][C:57]2[C:56]([CH3:62])([CH3:61])[CH2:55][CH2:54][C:53]([CH3:64])([CH3:63])[C:52]=2[CH:51]=1>C1(C)C=CC=CC=1>[F:46][C:47]([F:73])([F:74])[C:48]([C:65]1[CH:66]=[CH:67][C:68]([C:69]2[NH:70][N:17]=[N:16][N:15]=2)=[CH:71][CH:72]=1)=[CH:49][CH:50]1[C:59]([CH3:60])=[CH:58][C:57]2[C:56]([CH3:62])([CH3:61])[CH2:55][CH2:54][C:53]([CH3:64])([CH3:63])[C:52]=2[CH2:51]1. Procedure details: Dibutyl tin oxide (15.1 mg, 10% mol) and trimethylsilyl azide (0.16 ml, 1.22 mmol), are added successively to a solution of the (E) compound 4-[1-trifluoromethyl-2-(5,6,7,8-tetrahydro-3,5,5,8,8-pentamethyl-2-naphthalenyl)-1-ethenyl]benzonitrile (0.24 g, 0.60 mmol) in anhydrous toluene (1.25 ml). The reaction medium is heated for 16 hours at reflux (110° C.) under an atmosphere of argon and with magnetic stirring. The mixture is purified by flash chromatography on silica (eluent CH2Cl2 then MeOH:... The reactants are Cl.C1CSC=2C=CC=C3[C@H]4[C@@H](N1C23)CCNC4 ((6bR,10aS)-1,2,6b,7,8,9,10,10a-octahydropyrido[4,3-b][1,4]thiazino[2,3,4-hi]indolehydrochloride), ClCCCC(=O)C1=CC=C(C=C1)F (4-chloro-1-(4-fluorophenyl)-1-butanone). The product is C1CSC=2C=CC=C3[C@H]4[C@@H](N1C23)CCN(C4)CCCC(=O)C4=CC=C(C=C4)F (4-((6bR,10aS)-1,2,6b,9,10,10a-hexahydropyrido[4,3-b][1,4]thiazino[2,3,4-hi]indol-8(7H)-yl)-1-(4-fluorophenyl)-1-butanone). The yield is 31.5%. As a reaction SMILES: Cl.[CH2:2]1[N:12]2[C:13]3[C:9]([C@@H:10]4[CH2:17][NH:16][CH2:15][CH2:14][C@@H:11]42)=[CH:8][CH:7]=[CH:6][C:5]=3[S:4][CH2:3]1.Cl[CH2:19][CH2:20][CH2:21][C:22]([C:24]1[CH:29]=[CH:28][C:27]([F:30])=[CH:26][CH:25]=1)=[O:23]>>[CH2:2]1[N:12]2[C:13]3[C:9]([C@@H:10]4[CH2:17][N:16]([CH2:19][CH2:20][CH2:21][C:22]([C:24]5[CH:25]=[CH:26][C:27]([F:30])=[CH:28][CH:29]=5)=[O:23])[CH2:15][CH2:14][C@@H:11]42)=[CH:8][CH:7]=[CH:6][C:5]=3[S:4][CH2:3]1 |f:0.1|. Procedure: The 4-((6bR,10aS)-1,2,6b,9,10,10a-hexahydropyrido[4,3-b][1,4]thiazino[2,3,4-hi]indol-8(7H)-yl)-1-(4-fluorophenyl)-1-butanone (349 mg, 25%) was prepared from (6bR,10aS)-1,2,6b,7,8,9,10,10a-octahydropyrido[4,3-b][1,4]thiazino[2,3,4-hi]indolehydrochloride (750 mg, 2.79 mmol) with 4-chloro-1-(4-fluorophenyl)-1-butanone (3.0 mL, 15.24 mmol) using the procedure described in Example 456 Step A. Yields the product C(C)(C)C1=CC=C(C=C1)[C@H]1[C@@H](OC2=C1C(=C(C(=C2C)C)NC(CC(C)(C)C)=O)C)C (N-((trans)-3-(4-Isopropylphenyl)-2,4,6,7-tetramethyl-2,3-dihydro-1-benzofuran-5-yl)-3,3-dimethylbutanamide). Reactants: C(C)(C)(C)CC(=O)Cl (tert-butylacetyl chloride), C(C)(C)C1=CC=C(C=C1)C1C(OC2=C1C(=C(C(=C2C)C)NC(CC(C)(C)C)=O)C)C (N-(3-(4-isopropylphenyl)-2,4,6,7-tetramethyl-2,3-dihydro-1-benzofuran-5-yl)-3,3-dimethylbutanamide). The solvent is CCCCCC (hexane). Reaction SMILES: C(CC(Cl)=O)(C)(C)C.[CH:9]([C:12]1[CH:17]=[CH:16][C:15]([CH:18]2[C:22]3[C:23]([CH3:37])=[C:24]([NH:29][C:30](=[O:36])[CH2:31][C:32]([CH3:35])([CH3:34])[CH3:33])[C:25]([CH3:28])=[C:26]([CH3:27])[C:21]=3[O:20][CH:19]2[CH3:38])=[CH:14][CH:13]=1)([CH3:11])[CH3:10]>CCCCCC>[CH:9]([C:12]1[CH:17]=[CH:16][C:15]([C@@H:18]2[C:22]3[C:23]([CH3:37])=[C:24]([NH:29][C:30](=[O:36])[CH2:31][C:32]([CH3:35])([CH3:34])[CH3:33])[C:25]([CH3:28])=[C:26]([CH3:27])[C:21]=3[O:20][C@H:19]2[CH3:38])=[CH:14][CH:13]=1)([CH3:10])[CH3:11]. Reported procedure: Using the compound and tert-butylacetyl chloride, a mixture of cis isomer and trans isomer of N-(3-(4-isopropylphenyl)-2,4,6,7-tetramethyl-2,3-dihydro-1-benzofuran-5-yl)-3,3-dimethylbutanamide was obtained in the same manner as in Example 1. The compound was purified by silica gel column chromatography (ethyl acetate:hexane=1:4) to synthesize the title compound. Yield: 18%. Melting point: 143-144° C. (hexane). Reactants: C([O-])(O)=O.[Na+] (sodium bicarbonate), [Cl-].[Al+3].[Cl-].[Cl-] (aluminium chloride), C(C)(=O)Cl (acetyl chloride), ClC=1N=CC2=C(N1)N(C=C2)C2CCCC2 (2-chloro-7-(cyclopentyl)-7H-pyrrolo[2,3-d]pyrimidine). The solvent is ClCCl (dichloromethane), ClCCl (dichloromethane). The product is ClC=1N=CC2=C(N1)N(C=C2C(C)=O)C2CCCC2 (1-(2-Chloro-7-cyclopentyl-7H-pyrrolo[2,3-d]pyrimidin-5-yl)-ethanone). The yield is 96.7%. As a reaction SMILES: [Cl-].[Al+3].[Cl-].[Cl-].[C:5](Cl)(=[O:7])[CH3:6].[Cl:9][C:10]1[N:11]=[CH:12][C:13]2[CH:18]=[CH:17][N:16]([CH:19]3[CH2:23][CH2:22][CH2:21][CH2:20]3)[C:14]=2[N:15]=1.C(=O)(O)[O-].[Na+]>ClCCl>[Cl:9][C:10]1[N:11]=[CH:12][C:13]2[C:18]([C:5](=[O:7])[CH3:6])=[CH:17][N:16]([CH:19]3[CH2:23][CH2:22][CH2:21][CH2:20]3)[C:14]=2[N:15]=1 |f:0.1.2.3,6.7|. Reported procedure: To a solution of aluminium chloride (400 mg, 2.99 mmol) and acetyl chloride (711 uL, 10 mmol) in dichloromethane (2 mL) is added 2-chloro-7-(cyclopentyl)-7H-pyrrolo[2,3-d]pyrimidine (221 mg, 1.0 mmol) in dichloromethane (5 mL), dropwise. After 20 minutes saturated aqueous sodium bicarbonate is added to pH 9-10 and the solution is extracted with dichloromethane. The organic phase is dried, anhydrous Na2SO4 and concentrated to obtain 1-(2-Chloro-7-cyclopentyl-7H-pyrrolo[2,3-d]pyrimidin-5-yl)-ethan... Starting materials: BrCC1CCCCO1, Fc1ccc(CCl)nc1, Cl, O=C1Nc2ccccc2C12COc1cc3c(cc12)OCCO3. The product is O=C1N(Cc2ccc(F)cn2)c2ccccc2C12COc1cc3c(cc12)OCCO3. RXN SMILES: [Br:11][CH2:12][CH:13]1[CH2:14][CH2:15][CH2:16][CH2:17][O:18]1.[Cl:2][CH2:3][c:4]1[n:5][cH:6][c:7]([F:10])[cH:8][cH:9]1.[ClH:1].[NH:19]1[C:20](=[O:40])[C:21]2([CH2:22][O:23][c:24]3[cH:25][c:26]4[c:27]([cH:32][c:33]32)[O:28][CH2:29][CH2:30][O:31]4)[c:34]2[cH:35][cH:36][cH:37][cH:38][c:39]21>>[CH2:3]([c:4]1[n:5][cH:6][c:7]([F:10])[cH:8][cH:9]1)[N:19]1[C:20](=[O:40])[C:21]2([CH2:22][O:23][c:24]3[cH:25][c:26]4[c:27]([cH:32][c:33]32)[O:28][CH2:29][CH2:30][O:31]4)[c:34]2[cH:35][cH:36][cH:37][cH:38][c:39]21.